Dataset: the Open Reaction Database (ORD), a public repository of structured organic reaction records. Task: describe an organic reaction: reactants, conditions, products, and yield Reactants: CCO, CCOC(=O)C1=Cc2cc(Cl)c(CN=[N+]=[N-])cc2OC1C(F)(F)F. Yields the product CCOC(=O)C1=Cc2cc(Cl)c(CN)cc2OC1C(F)(F)F. As a reaction SMILES: [CH3:25][CH2:26][OH:27].[N:1](=[N+:2]=[N-:3])[CH2:4][c:5]1[c:6]([Cl:24])[cH:7][c:8]2[c:13]([cH:14]1)[O:12][CH:11]([C:15]([F:16])([F:17])[F:18])[C:10]([C:19](=[O:20])[O:21][CH2:22][CH3:23])=[CH:9]2>>[NH2:1][CH2:4][c:5]1[c:6]([Cl:24])[cH:7][c:8]2[c:13]([cH:14]1)[O:12][CH:11]([C:15]([F:16])([F:17])[F:18])[C:10]([C:19](=[O:20])[O:21][CH2:22][CH3:23])=[CH:9]2. The reactants are CCN=C=NCCCN(C)C, ClCCl, COCCCCCCOc1ccc(-c2nnc(-c3ccc(C(=O)O)cc3)s2)cc1, Cl, On1nnc2ccccc21. Yields the product COCCCCCCOc1ccc(-c2nnc(-c3ccc(C(=O)On4nnc5ccccc54)cc3)s2)cc1. Reaction SMILES: [CH2:40]([N:41]=[C:42]=[N:43][CH2:44][CH2:45][CH2:46][N:47]([CH3:48])[CH3:49])[CH3:50].[CH2:52]([Cl:53])[Cl:54].[CH3:1][O:2][CH2:3][CH2:4][CH2:5][CH2:6][CH2:7][CH2:8][O:9][c:10]1[cH:11][cH:12][c:13](-[c:16]2[n:17][n:18][c:19](-[c:21]3[cH:22][cH:23][c:24]([C:25](=[O:26])[OH:27])[cH:28][cH:29]3)[s:20]2)[cH:14][cH:15]1.[ClH:51].[OH:30][n:31]1[n:32][n:33][c:34]2[c:35]1[cH:36][cH:37][cH:38][cH:39]2>>[CH3:1][O:2][CH2:3][CH2:4][CH2:5][CH2:6][CH2:7][CH2:8][O:9][c:10]1[cH:11][cH:12][c:13](-[c:16]2[n:17][n:18][c:19](-[c:21]3[cH:22][cH:23][c:24]([C:25]([O:26][n:31]4[n:32][n:33][c:34]5[c:35]4[cH:36][cH:37][cH:38][cH:39]5)=[O:27])[cH:28][cH:29]3)[s:20]2)[cH:14][cH:15]1. Reactants: C(C)OC1=CC=C(C(=O)Cl)C=C1 (para-ethoxybenzoyl chloride), C#N (hydrocyanic acid), CN(CC1=CC=CC=C1)C (dimethylbenzylamine). The solvent is C1=CC=CC=C1 (benzene), C1=CC=CC=C1 (benzene). Run at temperature -20 celsius, time 10 minute. Yields the product Cl.CN(CC1=CC=CC=C1)C (Dimethylbenzylamine hydrochloride). Reaction SMILES: [CH3:1][N:2]([CH3:10])[CH2:3][C:4]1[CH:9]=[CH:8][CH:7]=[CH:6][CH:5]=1.C(OC1C=CC(C([Cl:20])=O)=CC=1)C.C#N>C1C=CC=CC=1>[ClH:20].[CH3:1][N:2]([CH3:10])[CH2:3][C:4]1[CH:9]=[CH:8][CH:7]=[CH:6][CH:5]=1 |f:4.5|. Procedure details: A solution of 135 g (1 mole) of dimethylbenzylamine in 100 ml of benzene was added dropwise, at -2° C, while cooling, in the course of 30 minutes to a mixture of 184 g (1 mole) of para-ethoxybenzoyl chloride and 54 g (2 moles) of anhydrous hydrocyanic acid in 300 ml of benzene at such a rate that the internal temperature did not rise above -20° C during the addition. When the addition was complete, the mixture was stirred for a further 10 minutes at -20° C and the excess hydrocyanic acid was the... The reactants are CCCCCCCCCCCCCCOc1cccc(CBr)c1, Cc1ccc(S(=O)(=O)NCc2ccccn2)cc1. Product: CCCCCCCCCCCCCCOc1cccc(CN(Cc2ccccn2)S(=O)(=O)c2ccc(C)cc2)c1. Reaction SMILES: [Br:19][CH2:20][c:21]1[cH:22][c:23]([O:27][CH2:28][CH2:29][CH2:30][CH2:31][CH2:32][CH2:33][CH2:34][CH2:35][CH2:36][CH2:37][CH2:38][CH2:39][CH2:40][CH3:41])[cH:24][cH:25][cH:26]1.[CH3:1][c:2]1[cH:3][cH:4][c:5]([S:8](=[O:9])(=[O:10])[NH:11][CH2:12][c:13]2[n:14][cH:15][cH:16][cH:17][cH:18]2)[cH:6][cH:7]1>>[CH3:1][c:2]1[cH:3][cH:4][c:5]([S:8](=[O:9])(=[O:10])[N:11]([CH2:12][c:13]2[n:14][cH:15][cH:16][cH:17][cH:18]2)[CH2:20][c:21]2[cH:22][c:23]([O:27][CH2:28][CH2:29][CH2:30][CH2:31][CH2:32][CH2:33][CH2:34][CH2:35][CH2:36][CH2:37][CH2:38][CH2:39][CH2:40][CH3:41])[cH:24][cH:25][cH:26]2)[cH:6][cH:7]1. The reactants are CC(C)(C)OC(=O)Nc1cccc(-c2ccc(C#N)cc2)c1, CCO, N, O. The product is CC(C)(C)OC(=O)Nc1cccc(-c2ccc(CN)cc2)c1. Reaction SMILES: [C:1]([CH3:2])([CH3:3])([CH3:4])[O:5][C:6]([NH:7][c:8]1[cH:9][c:10](-[c:14]2[cH:15][cH:16][c:17]([C:20]#[N:21])[cH:18][cH:19]2)[cH:11][cH:12][cH:13]1)=[O:22].[CH3:23][CH2:24][OH:25].[NH3:26].[OH2:27]>>[C:1]([CH3:2])([CH3:3])([CH3:4])[O:5][C:6]([NH:7][c:8]1[cH:9][c:10](-[c:14]2[cH:15][cH:16][c:17]([CH2:20][NH2:21])[cH:18][cH:19]2)[cH:11][cH:12][cH:13]1)=[O:22]. The reactants are C(C)O (ethanol), OC1C2=CC=CC=C2OC=2C=CC=CC12 (9-Hydroxyxanthene), [N+](=O)([O-])CC(=O)OCC (ethyl nitroacetate), [OH-].[K+] (potassium hydroxide). Run in alcohol, O (water). Conditions: temperature 100 celsius, time 45 minute. The product is [N+](=O)([O-])C(C(=O)OCC)C1C2=CC=CC=C2OC=2C=CC=CC12 (Ethyl α-nitro-9H-xanthene-9-acetate). RXN SMILES: O[CH:2]1[C:15]2[CH:14]=[CH:13][CH:12]=[CH:11][C:10]=2[O:9][C:8]2[C:3]1=[CH:4][CH:5]=[CH:6][CH:7]=2.[N+:16]([CH2:19][C:20]([O:22][CH2:23][CH3:24])=[O:21])([O-:18])=[O:17].[OH-].[K+].C(O)C>O>[N+:16]([CH:19]([CH:2]1[C:15]2[CH:14]=[CH:13][CH:12]=[CH:11][C:10]=2[O:9][C:8]2[C:3]1=[CH:4][CH:5]=[CH:6][CH:7]=2)[C:20]([O:22][CH2:23][CH3:24])=[O:21])([O-:18])=[O:17] |f:2.3|. Reported procedure: 9-Hydroxyxanthene (9.9 g, 50 mmol) and ethyl nitroacetate (6.1 mL, 55 mol) are mixed and heated at 100° C. (oil bath) for 1.5 hours. After cooling, a waxy mixture is suspended in 40 mL of absolute alcohol and 40 mL of 1.25 M of ethanolic potassium hydroxide solution is added. The solution is stirred for 45 minutes at room temperature and ethanol is stripped off. The remaining solid is suspended in water and extracted with diethyl ether. The aqueous portion is acidified with 85% phosphoric acid t...